From a dataset of the Open Reaction Database (ORD), a public repository of structured organic reaction records. describe an organic reaction: reactants, conditions, products, and yield Reactants: FC1=CC=C(C=C1)O (para-fluorophenol), C(C=C)(=O)O (acrylic acid). The reagents and catalysts are C1=CC=CC=2SC3=CC=CC=C3NC12 (phenothiazine). Run in stainless steel. Conditions: temperature 40 celsius. The product is FC=1C=C2C(CCOC2=CC1)=O (6-Fluoro-4-Chromanone). The yield is 147.3%. RXN SMILES: [F:1][C:2]1[CH:7]=[CH:6][C:5]([OH:8])=[CH:4][CH:3]=1.[C:9](O)(=[O:12])[CH:10]=[CH2:11]>C1C2NC3C(=CC=CC=3)SC=2C=CC=1>[F:1][C:2]1[CH:7]=[C:6]2[C:5](=[CH:4][CH:3]=1)[O:8][CH2:11][CH2:10][C:9]2=[O:12]. Procedure: A 400 ml stainless steel Parr reactor was charged with para-fluorophenol (28.4 grams), acrylic acid (28.8 grams), and an inhibitor phenothiazine (0.02 grams). The system was sealed, evacuated and cooled in dry ice/acetone before the anhydrous hydrogen fluoride (117 grams) was condensed into the system. The mixture was then warmed to 40° C. for one hour thirty minutes with stirring before being heated to 100° C. for four hours thirty minutes. The excess HF was them removed and the system cooled t... The yield is 60.0%. Starting materials: C(CCC)[Li] (n-butyllithium), C(C)(C)NC(C)C (diisopropylamine), C(C)(C)(C)OC(=O)N1CCC(CC1)=O (4-Oxo-piperidine-1-carboxylic acid tert-butyl ester), C1=CC=C(C=C1)N(S(=O)(=O)C(F)(F)F)S(=O)(=O)C(F)(F)F (N-Phenyltrifluoromethanesulfonimide). Reported procedure: To a stirred solution of n-butyllithium (18.8 mL, 30.113 mmol) in THF (40.0 mL) was added diisopropylamine (4.2 mL, 30.113 mmol) at −78° C. The resulting mixture was stirred at −78° C. for 10 minutes. 4-Oxo-piperidine-1-carboxylic acid tert-butyl ester (4.000 g, 20.075 mmol), dissolved in THF (40 mL), was added to the mixture and the whole was left stirring at −78° C. for another 30 minutes. N-Phenyltrifluoromethanesulfonimide was added to the mixture at −78° C. and the solution was warmed up to... As a reaction SMILES: [CH2:1]([Li])CCC.[CH:6]([NH:9][CH:10]([CH3:12])C)(C)C.[C:13]([O:17][C:18]([N:20]1[CH2:25][CH2:24][C:23](=[O:26])[CH2:22][CH2:21]1)=[O:19])([CH3:16])([CH3:15])[CH3:14].[CH:27]1[CH:32]=[CH:31][C:30]([N:33](S(C(F)(F)F)(=O)=O)[S:34]([C:37]([F:40])([F:39])[F:38])(=[O:36])=[O:35])=[CH:29][CH:28]=1>C1COCC1.C(OCC)(=O)C>[CH:23]1([CH2:24][CH2:25][NH:20][C:18]([C:27]2[CH:32]=[CH:31][C:30]([C:29]3[CH2:28][CH2:6][NH:9][CH2:10][CH:12]=3)=[N:33][CH:1]=2)=[O:19])[CH2:22][CH2:21]1.[C:13]([O:17][C:18]([N:20]1[CH2:21][CH:22]=[C:23]([O:26][S:34]([C:37]([F:40])([F:39])[F:38])(=[O:36])=[O:35])[CH2:24][CH2:25]1)=[O:19])([CH3:16])([CH3:14])[CH3:15]. The solvent is C1CCOC1 (THF), C(C)(=O)OCC (Ethyl acetate), C1CCOC1 (THF). The product is C1(CC1)CCNC(=O)C=1C=CC(=NC1)C=1CCNCC1 (1′,2′,3′,6′-Tetrahydro[2,4′]Bipyridinyl-5-Carboxylic Acid (2-Cyclopropylethyl)Amide), C(C)(C)(C)OC(=O)N1CCC(=CC1)OS(=O)(=O)C(F)(F)F (4-trifluoromethanesulfonyloxy-3,6-dihydro-2H-pyridine-1-carboxylic acid tert-butyl ester). Reaction conditions: temperature -78 celsius, time 10 minute. Solvent: O1CCCC1 (tetrahydrofuran). The product is C1(CCCCCCCCCC1)CCCO (3-cycloundecylpropanol). Procedure: The starting material 3-cycloundecylpropan-1-ol is obtained as follows: hydroxymethylcycloundecane is reacted with thionyl chloride to give chloromethylcycloundecane, which is reacted with malonic acid diethyl ester in the presence of sodium ethylate to give (cycloundecylmethyl)-malonic acid diethyl ester, which, after saponifying the ester group and decarboxylating the corresponding malonic acid, gives 3-cycloundecylpropionic acid. 3-Cycloundecylpropionic acid is reduced with lithium aluminum h... Reactants: C1(CCCCCCCCCC1)CCC(=O)O (3-Cycloundecylpropionic acid), [H-].[Al+3].[Li+].[H-].[H-].[H-] (lithium aluminum hydride). RXN SMILES: [CH:1]1([CH2:12][CH2:13][C:14](O)=[O:15])[CH2:11][CH2:10][CH2:9][CH2:8][CH2:7][CH2:6][CH2:5][CH2:4][CH2:3][CH2:2]1.[H-].[Al+3].[Li+].[H-].[H-].[H-]>O1CCCC1>[CH:1]1([CH2:12][CH2:13][CH2:14][OH:15])[CH2:11][CH2:10][CH2:9][CH2:8][CH2:7][CH2:6][CH2:5][CH2:4][CH2:3][CH2:2]1 |f:1.2.3.4.5.6|. Reactants: BrB(Br)Br, COc1ccc2ccc3ccc(Br)cc3c2c1, ClCCl. Product: Oc1ccc2ccc3ccc(Br)cc3c2c1. RXN SMILES: [B:1]([Br:2])([Br:3])[Br:4].[Br:5][c:6]1[cH:7][cH:8][c:9]2[cH:10][cH:11][c:12]3[cH:13][cH:14][c:15]([O:20][CH3:21])[cH:16][c:17]3[c:18]2[cH:19]1.[Cl:22][CH2:23][Cl:24]>>[Br:5][c:6]1[cH:7][cH:8][c:9]2[cH:10][cH:11][c:12]3[cH:13][cH:14][c:15]([OH:20])[cH:16][c:17]3[c:18]2[cH:19]1. The reactants are IC1=C(OCCC2=CSC=C2)C=CC=C1 (3-[2-(2-iodo-phenoxy)-ethyl]-thiophene), C([O-])([O-])=O.[K+].[K+] (potassium carbonate). Reagents/catalysts: [Cl-].C(C)[N+](CC)(CC)CC (tetraethylammonium chloride), C(C)(=O)[O-].[Pd+2].C(C)(=O)[O-] (palladium(II) acetate). The solvent is ClCCl (dichloromethane), CN(C)C=O (DMF). Yields the product S1C=CC2=C1C1=C(OCC2)C=CC=C1 (4,5-dihydrobenzo[b]thieno[2,3-d]oxepine). As a reaction SMILES: I[C:2]1[CH:15]=[CH:14][CH:13]=[CH:12][C:3]=1[O:4][CH2:5][CH2:6][C:7]1[CH:11]=[CH:10][S:9][CH:8]=1.C(=O)([O-])[O-].[K+].[K+]>[Cl-].C([N+](CC)(CC)CC)C.CN(C=O)C.ClCCl.C([O-])(=O)C.[Pd+2].C([O-])(=O)C>[S:9]1[C:8]2[C:2]3[CH:15]=[CH:14][CH:13]=[CH:12][C:3]=3[O:4][CH2:5][CH2:6][C:7]=2[CH:11]=[CH:10]1 |f:1.2.3,4.5,8.9.10|. Procedure: To a stirred solution of 2-iodophenol (6.7 g, 30.6 mmol), 2-(3-thienyl)ethanol (3.57 g, 27.8 mol) and triphenylphosphene (8.00 g, 30.6 mmol) in THF, was slowly added a solution of DEAD (4.8 ml, 30.6 mmol). Reaction mixture was stirred at room temperature for 3 hours. Purification on silica gave 3-[2-(2-iodo-phenoxy)-ethyl]-thiophene. A mixture of 3-[2-(2-iodo-phenoxy)-ethyl]-thiophene (1.55 g, 4.69 mmol), palladium(II) acetate (105 mg, 0.47 mmol), potassium carbonate (3.2 g, 23.45 mmol), triphen... The reactants are FC1=CC=C(C(=O)NC2=NC3=C(N2[C@@H]2CC[C@@H](CC2)C(NC(C)C)=O)C=C(C=C3)OCC3=CC=C(C=C3)OC)C=C1 (4-fluoro-N-(1-(cis-4-(isopropylcarbamoyl)cyclohexyl)-6-(4-methoxybenzyloxy)-1H-benzo[d]imidazol-2-yl)benzamide), C(=O)(C(F)(F)F)O (TFA), C(=O)(C(F)(F)F)O (TFA). Run in C(Cl)Cl (DCM), C(Cl)Cl (DCM). Reaction conditions: time 90 minute. Product: FC1=CC=C(C(=O)NC2=NC3=C(N2[C@@H]2CC[C@@H](CC2)C(NC(C)C)=O)C=C(C=C3)O)C=C1 (4-Fluoro-N-(6-hydroxy-1-(cis-4-(isopropylcarbamoyl)cyclohexyl)-1H-benzo[d]imidazol-2-yl)benzamide). Isolated yield 84.0%. Reaction SMILES: [F:1][C:2]1[CH:41]=[CH:40][C:5]([C:6]([NH:8][C:9]2[N:13]([C@H:14]3[CH2:19][CH2:18][C@@H:17]([C:20](=[O:25])[NH:21][CH:22]([CH3:24])[CH3:23])[CH2:16][CH2:15]3)[C:12]3[CH:26]=[C:27]([O:30]CC4C=CC(OC)=CC=4)[CH:28]=[CH:29][C:11]=3[N:10]=2)=[O:7])=[CH:4][CH:3]=1.C(O)(C(F)(F)F)=O>C(Cl)Cl>[F:1][C:2]1[CH:3]=[CH:4][C:5]([C:6]([NH:8][C:9]2[N:13]([C@H:14]3[CH2:19][CH2:18][C@@H:17]([C:20](=[O:25])[NH:21][CH:22]([CH3:24])[CH3:23])[CH2:16][CH2:15]3)[C:12]3[CH:26]=[C:27]([OH:30])[CH:28]=[CH:29][C:11]=3[N:10]=2)=[O:7])=[CH:40][CH:41]=1. Procedure details: To a solution of 4-fluoro-N-(1-(cis-4-(isopropylcarbamoyl)cyclohexyl)-6-(4-methoxybenzyloxy)-1H-benzo[d]imidazol-2-yl)benzamide (232 mg, 0.415 mmol) in DCM was added TFA (0.96 mL, 1.246 mmol), and the mixture was stirred at RT for 90 minutes. Additional TFA (0.96 mL, 1.246 mmol) was added, and the mixture was stirred at RT for 1 hour longer. The mixture was diluted with DCM, washed with 1 N aqueous NaOH, and the water layer back-extracted with DCM. The aqueous layer was adjusted to pH 8, and the... RXN SMILES: [CH3:1][C:2]1([CH3:13])[CH:4]2[CH2:5][C:6]3[C:10]([CH:3]12)=[N:9][NH:8][C:7]=3[C:11]#[N:12].[N-:14]=[N+:15]=[N-:16].[Na+].Cl>O1CCOCC1.[Br-].[Br-].[Zn+2]>[CH3:1][C:2]1([CH3:13])[CH:4]2[CH2:5][C:6]3[C:10]([CH:3]12)=[N:9][NH:8][C:7]=3[C:11]1[N:14]=[N:15][NH:16][N:12]=1 |f:1.2,5.6.7|. The product is CC1(C2C1CC1=C(NN=C21)C=2N=NNN2)C ((±)-1,1-dimethyl-4-(2H-tetrazol-5-yl)-1a,3,5,5a-tetrahydro-1H-2,3-diaza-cyclopropa[a]pentalene). Solvent: O1CCOCC1 (1,4-dioxane). Starting materials: CC1(C2C1CC1=C(NN=C21)C#N)C ((±)-1,1-Dimethyl-1a,3,5,5a-tetrahydro-1H-2,3-diaza-cyclopropa[a]pentalene-4-carbonitrile), [N-]=[N+]=[N-].[Na+] (sodium azide), Cl (hydrochloric acid). Reported procedure: (±)-1,1-Dimethyl-1a,3,5,5a-tetrahydro-1H-2,3-diaza-cyclopropa[a]pentalene-4-carbonitrile (0.184 g, 1.06 mmol) was taken up in 1,4-dioxane (10 mL) with zinc dibromide (0.500 g, 2.22 mmol) and sodium azide (0.300 g, 4.62 mmol) in a heavy walled glass tube. The resulting solution was heated under microwave irradiation to 200° C. for 1 hour. The solution was poured into 1M aqueous hydrochloric acid (10 mL) and extracted into ethyl acetate (50 mL). Solvent was removed under reduced pressure and the r... Conditions: temperature 200 celsius. Reagents/catalysts: [Br-].[Br-].[Zn+2] (zinc dibromide).